This data is from the Open Reaction Database (ORD), a public repository of structured organic reaction records. The task is: describe an organic reaction: reactants, conditions, products, and yield Reactants: C1(=CC=CC=C1)N1N=C(C=C1C1=CC=C(C=C1)C)CCC=O (3-(1-phenyl-5-p-tolyl-1H-pyrazol-3-yl)propanal), [BH-](OC(=O)C)(OC(=O)C)OC(=O)C.[Na+] (NaBH(OAc)3), CC1=C(C=CC(=C1)C)N1CCNCC1 (1-(2,4-dimethylphenyl)piperazine), CCN(C(C)C)C(C)C (DIPEA). Yields the product CC1=C(C=CC(=C1)C)N1CCN(CC1)CCCC1=NN(C(=C1)C1=CC=C(C=C1)C)C1=CC=CC=C1 (1-(2,4-dimethylphenyl)-4-(3-(1-phenyl-5-p-tolyl-1H-pyrazol-3-yl)propyl)piperazine). Reaction SMILES: [C:1]1([N:7]2[C:11]([C:12]3[CH:17]=[CH:16][C:15]([CH3:18])=[CH:14][CH:13]=3)=[CH:10][C:9]([CH2:19][CH2:20][CH:21]=O)=[N:8]2)[CH:6]=[CH:5][CH:4]=[CH:3][CH:2]=1.[CH3:23][C:24]1[CH:29]=[C:28]([CH3:30])[CH:27]=[CH:26][C:25]=1[N:31]1[CH2:36][CH2:35][NH:34][CH2:33][CH2:32]1.CCN(C(C)C)C(C)C.[BH-](OC(C)=O)(OC(C)=O)OC(C)=O.[Na+]>>[CH3:23][C:24]1[CH:29]=[C:28]([CH3:30])[CH:27]=[CH:26][C:25]=1[N:31]1[CH2:32][CH2:33][N:34]([CH2:21][CH2:20][CH2:19][C:9]2[CH:10]=[C:11]([C:12]3[CH:17]=[CH:16][C:15]([CH3:18])=[CH:14][CH:13]=3)[N:7]([C:1]3[CH:6]=[CH:5][CH:4]=[CH:3][CH:2]=3)[N:8]=2)[CH2:35][CH2:36]1 |f:3.4|. Reported procedure: 113 mg (82%) of target compound was obtained by using a method same as in Example 1 by using 3-(1-phenyl-5-p-tolyl-1H-pyrazol-3-yl)propanal (80 mg, 0.276 mmol), 1-(2,4-dimethylphenyl)piperazine (53 mg, 0.276 mmol), DIPEA (0.072 mL, 0.414 mmol) and NaBH(OAc)3 (175 mg, 0.828 mmol). The reactants are CCOC(=O)OCC, CC(=O)CCC1=C(C)CCCC1(C)C, [H-], [Na+]. Yields the product CCOC(=O)CC(=O)CCC1=C(C)CCCC1(C)C. Reaction SMILES: [C:15]([O:16][CH2:17][CH3:18])([O:19][CH2:21][CH3:22])=[O:20].[CH3:1][C:2](=[O:3])[CH2:4][CH2:5][C:6]1=[C:7]([CH3:8])[CH2:9][CH2:10][CH2:11][C:12]1([CH3:13])[CH3:14].[H-:23].[Na+:24]>>[CH2:1]([C:2](=[O:3])[CH2:4][CH2:5][C:6]1=[C:7]([CH3:8])[CH2:9][CH2:10][CH2:11][C:12]1([CH3:13])[CH3:14])[C:15]([O:16][CH2:17][CH3:18])=[O:19]. The reactants are O=C([O-])[O-], CCCC[N+](CCCC)(CCCC)CCCC, CS(C)=O, [Cs+], [Cs+], [I-], ICCc1ccccc1, O=C1OC2(CCN(C(=O)C3(c4ccc(O)cc4)CC3)C2)c2ccncc21. Yields the product O=C1OC2(CCN(C(=O)C3(c4ccc(OCCc5ccccc5)cc4)CC3)C2)c2ccncc21. As a reaction SMILES: [C:36](=[O:37])([O-:38])[O-:39].[CH2:43]([N+:44]([CH2:45][CH2:46][CH2:47][CH3:48])([CH2:49][CH2:50][CH2:51][CH3:52])[CH2:53][CH2:54][CH2:55][CH3:56])[CH2:57][CH2:58][CH3:59].[CH3:60][S:61](=[O:62])[CH3:63].[Cs+:40].[Cs+:41].[I-:42].[I:27][CH2:28][CH2:29][c:30]1[cH:31][cH:32][cH:33][cH:34][cH:35]1.[OH:1][c:2]1[cH:3][cH:4][c:5]([C:8]2([C:11](=[O:12])[N:13]3[CH2:14][C:15]4([O:16][C:17](=[O:24])[c:18]5[cH:19][n:20][cH:21][cH:22][c:23]54)[CH2:25][CH2:26]3)[CH2:9][CH2:10]2)[cH:6][cH:7]1>>[O:1]([c:2]1[cH:3][cH:4][c:5]([C:8]2([C:11](=[O:12])[N:13]3[CH2:14][C:15]4([O:16][C:17](=[O:24])[c:18]5[cH:19][n:20][cH:21][cH:22][c:23]54)[CH2:25][CH2:26]3)[CH2:9][CH2:10]2)[cH:6][cH:7]1)[CH2:28][CH2:29][c:30]1[cH:31][cH:32][cH:33][cH:34][cH:35]1.